From a dataset of the Open Reaction Database (ORD), a public repository of structured organic reaction records. describe an organic reaction: reactants, conditions, products, and yield Reactants: CC(C)(C)OC(=O)NC1CCC(=O)N(Cc2ccc(Oc3ccccc3)cc2)C1=O, CCOC(C)=O, O=C(O)C(F)(F)F. Product: NC1CCC(=O)N(Cc2ccc(Oc3ccccc3)cc2)C1=O. Reaction SMILES: [C:1]([O:2][C:3](=[O:4])[NH:8][CH:9]1[C:10](=[O:30])[N:11]([CH2:16][c:17]2[cH:18][cH:19][c:20]([O:23][c:24]3[cH:25][cH:26][cH:27][cH:28][cH:29]3)[cH:21][cH:22]2)[C:12](=[O:15])[CH2:13][CH2:14]1)([CH3:5])([CH3:6])[CH3:7].[CH3:31][CH2:32][O:33][C:34](=[O:35])[CH3:36].[OH:37][C:38]([C:39]([F:40])([F:41])[F:42])=[O:43]>>[NH2:8][CH:9]1[C:10](=[O:30])[N:11]([CH2:16][c:17]2[cH:18][cH:19][c:20]([O:23][c:24]3[cH:25][cH:26][cH:27][cH:28][cH:29]3)[cH:21][cH:22]2)[C:12](=[O:15])[CH2:13][CH2:14]1.